This data is from the Open Reaction Database (ORD), a public repository of structured organic reaction records. The task is: describe an organic reaction: reactants, conditions, products, and yield The reactants are ClCCl, CN(CCOc1ccc(C(=O)CCC(=O)OC(C)(C)C)cc1)Cc1ccccc1F, O=C(O)C(F)(F)F. The product is CN(CCOc1ccc(C(=O)CCC(=O)O)cc1)Cc1ccccc1F. As a reaction SMILES: [Cl:38][CH2:39][Cl:40].[F:1][c:2]1[c:3]([CH2:4][N:5]([CH3:6])[CH2:7][CH2:8][O:9][c:10]2[cH:11][cH:12][c:13]([C:16]([CH2:17][CH2:18][C:19](=[O:20])[O:21][C:22]([CH3:23])([CH3:24])[CH3:25])=[O:26])[cH:14][cH:15]2)[cH:27][cH:28][cH:29][cH:30]1.[OH:31][C:32]([C:33]([F:34])([F:35])[F:36])=[O:37]>>[F:1][c:2]1[c:3]([CH2:4][N:5]([CH3:6])[CH2:7][CH2:8][O:9][c:10]2[cH:11][cH:12][c:13]([C:16]([CH2:17][CH2:18][C:19](=[O:20])[OH:21])=[O:26])[cH:14][cH:15]2)[cH:27][cH:28][cH:29][cH:30]1. Reactants: C(#N)CS(=O)(=O)C1=C(C=C(C=C1)C(F)(F)F)NC(CCC)=O (N-(2-Cyanomethylsulfonyl-5-trifluoromethylphenyl)butyramide), Cl (HCl). The solvent is [OH-].[Na+] (NaOH). Conditions: temperature 0 celsius. Yields the product C(CC)C1=C(S(C2=C(N1)C=C(C=C2)C(F)(F)F)(=O)=O)C#N (3-Propyl-6-trifluoromethyl-4H-1,4-benzothiazine-2-carbonitrile 1,1-dioxide). Isolated yield 85.1%. RXN SMILES: [C:1]([CH2:3][S:4]([C:7]1[CH:12]=[CH:11][C:10]([C:13]([F:16])([F:15])[F:14])=[CH:9][C:8]=1[NH:17][C:18](=O)[CH2:19][CH2:20][CH3:21])(=[O:6])=[O:5])#[N:2].Cl>[OH-].[Na+]>[CH2:19]([C:18]1[NH:17][C:8]2[CH:9]=[C:10]([C:13]([F:16])([F:15])[F:14])[CH:11]=[CH:12][C:7]=2[S:4](=[O:6])(=[O:5])[C:3]=1[C:1]#[N:2])[CH2:20][CH3:21] |f:2.3|. Procedure details: N-(2-Cyanomethylsulfonyl-5-trifluoromethylphenyl)butyramide (0.41 g) in 0.5 M aqueous NaOH (5 ml) was stirred at room temperature for 2 h. The mixture was cooled to 0° C. and 1M HCl (4 ml) was added. After 30 min the precipitate was collected by filtration and dried to give 0.33 g (85%) of the title compound; mp 199.5-200.5° C.; El SP/MS: 316 (M+); 1H-NMR(CD3OD) δ (ppm): 8.16 (d, 1H); 7.73 (d+s, 2H); 4.88 (br, H2O+NH); (dd, 2H), 1.88 (sextet, 2H), 1.06 ppm (t, 3H).